Dataset: the Open Reaction Database (ORD), a public repository of structured organic reaction records. Task: describe an organic reaction: reactants, conditions, products, and yield Starting materials: ClC1=CC(=CC(=C1)[N+](=O)[O-])CSC (1-chloro-3-[(methylsulfanyl)methyl]-5-nitrobenzene), ClC1=CC(=CC=C1)C(=O)OO (m-chloroperbenzoic acid), S([O-])([O-])(=O)=S.[Na+].[Na+] (disodium sulfurothioate). Run in C(Cl)Cl (DCM), C(Cl)Cl (DCM), C([O-])(O)=O.[Na+] (sodium bicarbonate). Run at temperature 0 celsius, time 30 minute. Yields the product ClC1=CC(=CC(=C1)[N+](=O)[O-])CS(=O)(=O)C (1-Chloro-3-[(methylsulfonyl)methyl]-5-nitrobenzene). Reaction SMILES: [Cl:1][C:2]1[CH:7]=[C:6]([N+:8]([O-:10])=[O:9])[CH:5]=[C:4]([CH2:11]SC)[CH:3]=1.Cl[C:15]1C=CC=C(C(OO)=O)C=1.[S:25](=S)(=[O:28])([O-])[O-:26].[Na+].[Na+]>C(Cl)Cl.C(=O)(O)[O-].[Na+]>[Cl:1][C:2]1[CH:7]=[C:6]([N+:8]([O-:10])=[O:9])[CH:5]=[C:4]([CH2:11][S:25]([CH3:15])(=[O:28])=[O:26])[CH:3]=1 |f:2.3.4,6.7|. Procedure details: A solution of 1-chloro-3-[(methylsulfanyl)methyl]-5-nitrobenzene (4.26 g) in DCM (190 mL) was treated at 0° C. with portions of m-chloroperbenzoic acid (8.77 g, 77%). The mixture was stirred at 0° C. for further 30 minutes and then 17 hours at room temperature. The reaction mixture was diluted with DCM before disodium sulfurothioate and sodium bicarbonate solution was added and extracted with DCM (2×). The combinded organic phases were washed and concentrated. The residue was purified by chromat... The reactants are O=C([O-])O, Cc1ccc(C(=O)O)cn1, CN(C)C=O, O=C(Cl)C(=O)Cl, Cc1ccc(NC(=O)c2cccc(C(C)(C)C#N)c2)cc1Oc1ccc2nc(N)nn2c1, [Na+], C1CCOC1, c1ccncc1. Product: Cc1ccc(C(=O)Nc2nc3ccc(Oc4cc(NC(=O)c5cccc(C(C)(C)C#N)c5)ccc4C)cn3n2)cn1. As a reaction SMILES: [C:49](=[O:50])([O-:51])[OH:52].[CH3:1][c:2]1[cH:3][cH:4][c:5]([C:8](=[O:9])[OH:10])[cH:6][n:7]1.[CH3:65][N:66]([CH3:67])[CH:68]=[O:69].[Cl:11][C:12]([C:13]([Cl:14])=[O:15])=[O:16].[NH2:17][c:18]1[n:19][n:20]2[c:21]([cH:22][cH:23][c:24]([O:26][c:27]3[cH:28][c:29]([NH:34][C:35]([c:36]4[cH:37][c:38]([C:42]([CH3:43])([CH3:44])[C:45]#[N:46])[cH:39][cH:40][cH:41]4)=[O:47])[cH:30][cH:31][c:32]3[CH3:33])[cH:25]2)[n:48]1.[Na+:53].[O:54]1[CH2:55][CH2:56][CH2:57][CH2:58]1.[cH:59]1[cH:60][cH:61][n:62][cH:63][cH:64]1>>[CH3:1][c:2]1[cH:3][cH:4][c:5]([C:8](=[O:10])[NH:17][c:18]2[n:19][n:20]3[c:21]([cH:22][cH:23][c:24]([O:26][c:27]4[cH:28][c:29]([NH:34][C:35]([c:36]5[cH:37][c:38]([C:42]([CH3:43])([CH3:44])[C:45]#[N:46])[cH:39][cH:40][cH:41]5)=[O:47])[cH:30][cH:31][c:32]4[CH3:33])[cH:25]3)[n:48]2)[cH:6][n:7]1.